From a dataset of the Open Reaction Database (ORD), a public repository of structured organic reaction records. describe an organic reaction: reactants, conditions, products, and yield Reactants: CC=1C=C(C=C(C1)C)C1=NN=C(N1COCC[Si](C)(C)C)C(F)(F)F (3-(3,5-Dimethylphenyl)-5-trifluoromethyl-4-(2-(trimethylsilyl)ethoxymethyl)-1,2,4-triazole), BrNC(CCC(=O)N)=O (N-bromosuccinamide), halogen. Run in C(C)(=O)OCC (ethyl acetate). The product is BrCC=1C=C(C=C(C1)C)C1=NN=C(N1COCC[Si](C)(C)C)C(F)(F)F (3-(3-Bromomethyl-5-methylphenyl)-5-trifluoromethyl-4-(2-(trimethylsilyl)ethoxymethyl)-1,2,4-triazole). RXN SMILES: [CH3:1][C:2]1[CH:3]=[C:4]([C:9]2[N:13]([CH2:14][O:15][CH2:16][CH2:17][Si:18]([CH3:21])([CH3:20])[CH3:19])[C:12]([C:22]([F:25])([F:24])[F:23])=[N:11][N:10]=2)[CH:5]=[C:6]([CH3:8])[CH:7]=1.[Br:26]NC(=O)CCC(N)=O>C(OCC)(=O)C>[Br:26][CH2:1][C:2]1[CH:3]=[C:4]([C:9]2[N:13]([CH2:14][O:15][CH2:16][CH2:17][Si:18]([CH3:19])([CH3:20])[CH3:21])[C:12]([C:22]([F:24])([F:25])[F:23])=[N:11][N:10]=2)[CH:5]=[C:6]([CH3:8])[CH:7]=1. Reported procedure: The product from step (x) (2 g), N-bromosuccinamide (1 g) in dry ethyl acetate (25 ml) was irradiated at reflux with a 500 Watt halogen lamp for 1 h. The cooled reaction mixture was partitioned with dilute sodium bicarbonate solution. The organic layer collected, dried (MgSO4) and solvent removed by evaporation under reduced pressure. Yield:2.5 g The product was not purified but used directly in the next step. The reactants are BrC1=CC=C(C=C1)C(CO)C (2-(4-bromophenyl)propan-1-ol), N1C=NC=C1 (imidazole), [Si](C)(C)(C(C)(C)C)Cl (tert-butyldimethylsilyl chloride). The solvent is CN(C)C=O (DMF), hexanes. Run at time 3 hour. Yields the product BrC1=CC=C(C=C1)C(CO[Si](C)(C)C(C)(C)C)C ((2-(4-bromophenyl)propoxy)(tert-butyl)dimethylsilane). The yield is 55.7%. As a reaction SMILES: [Br:1][C:2]1[CH:7]=[CH:6][C:5]([CH:8]([CH3:11])[CH2:9][OH:10])=[CH:4][CH:3]=1.N1C=CN=C1.[Si:17](Cl)([C:20]([CH3:23])([CH3:22])[CH3:21])([CH3:19])[CH3:18]>CN(C=O)C>[Br:1][C:2]1[CH:3]=[CH:4][C:5]([CH:8]([CH3:11])[CH2:9][O:10][Si:17]([C:20]([CH3:23])([CH3:22])[CH3:21])([CH3:19])[CH3:18])=[CH:6][CH:7]=1. Procedure details: To a solution of 73B (2.34 g, 10.9 mmol) in 30 mL DMF, was added imidazole (1.11 g, 16.3 mmol) and tert-butyldimethylsilyl chloride (1.97 g, 13.1 mmol). The mixture was stirred at rt for 3 h, then was diluted with hexanes. The organic phase washed with H2O (2×) and brine, dried (Na2SO4) and concentrated. The product was purified by flash chromatography (0 to 10% EtOAc/hexanes gradient) to afford 2.00 g of 73C as a colorless oil. MS (ESI) m/z 197.1 (M-OTBS)+. The reactants are COC(=O)[C@@H]1[C@H]([C@]2(CC(CO2)C2=CC(=CC=3N(C=NC32)C(=O)OC(C)(C)C)C(F)(F)F)CC1)C1=CC=C(C=C1)F ((5R, 6S, 7S)-6-(4-fluorophenyl)-3-[1-(tert-butyloxycarbonyl)-6-trifluoromethyl-benzimidazol-4-yl)-1-oxaspiro[4.4]nonane-7-carboxylic acid methyl ester). Reagents/catalysts: [Br-].[Zn+2].[Br-] (zinc bromide). Solvent: C(Cl)Cl (methylene chloride). Yields the product COC(=O)[C@@H]1[C@H]([C@]2(CC(CO2)C2=CC(=CC3=C2N=CN3)C(F)(F)F)CC1)C1=CC=C(C=C1)F ((5R, 6S, 7S)-6-(4-Fluorophenyl)-3-(5-trifluoromethyl-benzimidazol-7-yl)-1-oxaspiro[4.4]nonane-7-carboxylic acid methyl ester). Isolated yield 75.7%. RXN SMILES: [CH3:1][O:2][C:3]([C@H:5]1[CH2:33][CH2:32][C@:7]2([O:11][CH2:10][CH:9]([C:12]3[C:20]4[N:19]=[CH:18][N:17](C(OC(C)(C)C)=O)[C:16]=4[CH:15]=[C:14]([C:28]([F:31])([F:30])[F:29])[CH:13]=3)[CH2:8]2)[C@@H:6]1[C:34]1[CH:39]=[CH:38][C:37]([F:40])=[CH:36][CH:35]=1)=[O:4]>C(Cl)Cl.[Br-].[Zn+2].[Br-]>[CH3:1][O:2][C:3]([C@H:5]1[CH2:33][CH2:32][C@:7]2([O:11][CH2:10][CH:9]([C:12]3[C:20]4[N:19]=[CH:18][NH:17][C:16]=4[CH:15]=[C:14]([C:28]([F:31])([F:29])[F:30])[CH:13]=3)[CH2:8]2)[C@@H:6]1[C:34]1[CH:35]=[CH:36][C:37]([F:40])=[CH:38][CH:39]=1)=[O:4] |f:2.3.4|. Procedure details: A solution of (5R, 6S, 7S)-6-(4-fluorophenyl)-3-[1-(tert-butyloxycarbonyl)-6-trifluoromethyl-benzimidazol-4-yl)-1-oxaspiro[4.4]nonane-7-carboxylic acid methyl ester (13.5 mg, 0.024 mmol) in methylene chloride (1 mL) was treated with anhydrous zinc bromide (11 mg, 0.049 mmol) for 6 hours at room temperature. The reaction was quenched with saturated NaHCO3 solution, diluted with methylene chloride, the organic layer separated and washed with saturated brine solution, dried (Na2SO4), and evaporated... Reactants: C(C)(=O)NC1=CC=C(C#N)C=C1 (4-acetamidobenzonitrile), [N+](=O)([O-])[O-].[K+] (potassium nitrate), ice water. Solvent: S(O)(O)(=O)=O (sulfuric acid). Run at time 2 hour. The product is NC1=C(C=C(C#N)C=C1)[N+](=O)[O-] (4-amino-3-nitrobenzonitrile). RXN SMILES: C([NH:4][C:5]1[CH:12]=[CH:11][C:8]([C:9]#[N:10])=[CH:7][CH:6]=1)(=O)C.[N+:13]([O-])([O-:15])=[O:14].[K+]>S(=O)(=O)(O)O>[NH2:4][C:5]1[CH:12]=[CH:11][C:8]([C:9]#[N:10])=[CH:7][C:6]=1[N+:13]([O-:15])=[O:14] |f:1.2|. Procedure: To a solution of 4-acetamidobenzonitrile (9.40 g) in concentrated sulfuric acid (80 ml) was added potassium nitrate in small portions at a temperature not exceeding 10° C. The reaction mixture was stirred at 5°-10° C. for 2 hours and poured into ice-water and the separated crystals were collected by suction. To the crystals was added 4N hydrochloric acid (100 ml) and the mixture was refluxed for 2 hours. After cooling to room temperature, the crystals were recovered by filtration, washed with wa...